Dataset: the Open Reaction Database (ORD), a public repository of structured organic reaction records. Task: describe an organic reaction: reactants, conditions, products, and yield The reactants are N1CCCC1 (pyrrolidine), C1(=CC=C(C=C1)S(=O)(=O)O)C (p-toluenesulphonic acid), ClC=1C=C2CCC(CC2=CC1)=O (6-chloro-3,4-dihydro-2(1H)-naphthalenone). The solvent is C1(=CC=CC=C1)C (toluene), C1(=CC=CC=C1)C (toluene). Product: ClC=1C=C2CCC(=CC2=CC1)N1CCCC1 (1-(6-chloro-3,4-dihydro-2-naphthyl)pyrrolidine). As a reaction SMILES: [Cl:1][C:2]1[CH:3]=[C:4]2[C:9](=[CH:10][CH:11]=1)[CH2:8][C:7](=O)[CH2:6][CH2:5]2.[NH:13]1[CH2:17][CH2:16][CH2:15][CH2:14]1.C1(C)C=CC(S(O)(=O)=O)=CC=1>C1(C)C=CC=CC=1>[Cl:1][C:2]1[CH:3]=[C:4]2[C:9](=[CH:10][CH:11]=1)[CH:8]=[C:7]([N:13]1[CH2:17][CH2:16][CH2:15][CH2:14]1)[CH2:6][CH2:5]2. Reported procedure: 1155 g (6.4 mol) of 6-chloro-3,4-dihydro-2(1H)-naphthalenone were dissolved in 5 l of toluene, 500 g (7.0 mol) of pyrrolidine and subsequently a solution of 26 g (0.14 mol) of p-toluenesulphonic acid in toluene were added dropwise thereto and the mixture was boiled under reflux. When about 120 ml of water had separated, 4 l of toluene were distilled off and the mixture was left to cool slowly. A solid crystallized out. Filtration and washing with acetone gave 1-(6-chloro-3,4-dihydro-2-naphthyl)p... The reactants are CN(C=O)C (N,N-dimethylformamide), (S)-(−)-2,2,′-bis(diphenylphosphino)-1,1-binaphthyl, [H][H] (Hydrogen), O=C1C(CN(C1)C(=O)OCC1=CC=CC=C1)C(=O)OCC (1-benzyl 3-ethyl 4-oxopyrrolidine-1,3-dicarboxylate). The reagents and catalysts are C1=CC=CC=C1.C1=CC=CC=C1.Cl[Ru]Cl.Cl[Ru]Cl (benzene ruthenium (II) chloride dimer), [Ru] (ruthenium). The solvent is ClCCl (dichloromethane), ClCCl (dichloromethane). Reaction conditions: temperature 99.5 celsius, time 10 minute. Yields the product O[C@@H]1[C@H](CN(C1)C(=O)OCC1=CC=CC=C1)C(=O)OCC (1-benzyl 3-ethyl (3S,4R)-4-hydroxypyrrolidine-1,3-dicarboxylate). RXN SMILES: CN(C)C=O.[O:6]=[C:7]1[CH2:11][N:10]([C:12]([O:14][CH2:15][C:16]2[CH:21]=[CH:20][CH:19]=[CH:18][CH:17]=2)=[O:13])[CH2:9][CH:8]1[C:22]([O:24][CH2:25][CH3:26])=[O:23].[H][H]>[Ru].ClCCl.C1C=CC=CC=1.C1C=CC=CC=1.Cl[Ru]Cl.Cl[Ru]Cl>[OH:6][C@H:7]1[CH2:11][N:10]([C:12]([O:14][CH2:15][C:16]2[CH:17]=[CH:18][CH:19]=[CH:20][CH:21]=2)=[O:13])[CH2:9][C@@H:8]1[C:22]([O:24][CH2:25][CH3:26])=[O:23] |f:5.6.7.8|. Procedure details: 90 mL of dehydrated N,N-dimethylformamide was added to 2.58 g of benzene ruthenium (II) chloride dimer (5.15 mmol) and 6.73 g of (S)-(−)-2,2,′-bis(diphenylphosphino)-1,1-binaphthyl (S-BINAP) (10.8 mmol). The mixture was stirred for 10 minutes in an oil bath at an external temperature of 97 to 102° C. in an argon atmosphere. Subsequently, the mixture was stood to be cooled at room temperature. Volatile materials were evaporated under reduced pressure in an oil bath at an external temperature of 5...